Dataset: the Open Reaction Database (ORD), a public repository of structured organic reaction records. Task: describe an organic reaction: reactants, conditions, products, and yield Reactants: [Br-].[Na+] (sodium bromide), ClCl (chlorine), [OH-].[Na+] (sodium hydroxide), ClCl (chlorine), BrBr (bromine), [Na] (sodium), [N+](=O)([O-])C1=C(C=CC=C1)C (o-nitrotoluene). The reagents and catalysts are P(=O)(O)([O-])[O-].[Na+].[Na+] (disodium hydrogen phosphate). Run in O (water), C(Cl)(Cl)(Cl)Cl (carbon tetrachloride). Yields the product [N+](=O)([O-])C1=C(C(Br)Br)C=CC=C1 (o-nitrobenzal bromide). Isolated yield 99.0%. Reaction SMILES: [N+:1]([C:4]1[CH:9]=[CH:8][CH:7]=[CH:6][C:5]=1[CH3:10])([O-:3])=[O:2].[Br-:11].[Na+].[Na].ClCl.[OH-].[Na+].[Br:18]Br>C(Cl)(Cl)(Cl)Cl.P([O-])([O-])(O)=O.[Na+].[Na+].O>[N+:1]([C:4]1[CH:9]=[CH:8][CH:7]=[CH:6][C:5]=1[CH:10]([Br:18])[Br:11])([O-:3])=[O:2] |f:1.2,5.6,9.10.11,^1:12|. Reported procedure: A forced circulation apparatus is charged with a solution of 274 g (2 moles) of o-nitrotoluene in 3000 g (about 2 liters) of carbon tetrachloride and also with an aqueous solution containing 500 ml of water, 453 g (4.4 moles) of sodium bromide and 10 g of disodium hydrogen phosphate (0.08 mole). The mixture is circulated around a 150 watt sodium high-pressure lamp and heated to reflux. Under reflux and irradiation, 340 g (4.8 moles) of chlorine gas are introduced and simultaneously the pH value ... The reactants are O=C1NC2=CC=CC=C2C(N1CCCNCCCCNCCCNC(C1=CC=C(C=C1)O)=O)=O (N-(3-{4-[3 (2,4-dioxo-1,4-dihydro-2H-quinazolin-3-yl)propylamino]butylamino}propyl)-4-hydroxybenzamide), C(C)(=O)OC(C)=O (acetic anhydride). Solvent: N1=CC=CC=C1 (pyridine). Reaction conditions: time 2 hour. Yields the product C(C)(=O)N(CCCNC(C1=CC=C(C=C1)O)=O)CCCCNCCCN1C(NC2=CC=CC=C2C1=O)=O (N-[3-(acetyl-{4-[3-(2,4-dioxo-1,4-dihydro-2H-quinazolin-3-yl)propylamino]butyl}amino)propyl]-4-hydroxybenzamide). As a reaction SMILES: [O:1]=[C:2]1[N:11]([CH2:12][CH2:13][CH2:14][NH:15][CH2:16][CH2:17][CH2:18][CH2:19][NH:20][CH2:21][CH2:22][CH2:23][NH:24][C:25](=[O:33])[C:26]2[CH:31]=[CH:30][C:29]([OH:32])=[CH:28][CH:27]=2)[C:10](=[O:34])[C:9]2[C:4](=[CH:5][CH:6]=[CH:7][CH:8]=2)[NH:3]1.[C:35](OC(=O)C)(=[O:37])[CH3:36]>N1C=CC=CC=1>[C:35]([N:20]([CH2:19][CH2:18][CH2:17][CH2:16][NH:15][CH2:14][CH2:13][CH2:12][N:11]1[C:10](=[O:34])[C:9]2[C:4](=[CH:5][CH:6]=[CH:7][CH:8]=2)[NH:3][C:2]1=[O:1])[CH2:21][CH2:22][CH2:23][NH:24][C:25](=[O:33])[C:26]1[CH:31]=[CH:30][C:29]([OH:32])=[CH:28][CH:27]=1)(=[O:37])[CH3:36]. Procedure: N-(3-{4-[3 (2,4-dioxo-1,4-dihydro-2H-quinazolin-3-yl)propylamino]butylamino}propyl)-4-hydroxybenzamide (1.27 g, 2.72 mmol) was dissolved in 10 mL pyridine and acetic anhydride (0.4 mL, 4.07 mmol) was added thereto. After 2 hours, pyridine was removed by distillation under reduced pressure and dichloromethane and water were added thereto. The organic layer was separated and removed. After concentration under reduced pressure, the remaining residue was treated by silica gel column-chromatography a... Starting materials: C(#N)C1=NC=CC=C1SCC (2-cyano-3-(ethylthio)pyridine), Cl (HCl), Cl (HCl). Reagents/catalysts: [Pd] (palladium on carbon), [Pd] (palladium on carbon). Solvent: C(C)O (ethanol). Conditions: time 3 day. Yields the product Cl.Cl.C(C)SC=1C(=NC=CC1)CN (3-(ethylthio)pyridine-2-methylamine dihydrochloride). RXN SMILES: [C:1]([C:3]1[C:8]([S:9][CH2:10][CH3:11])=[CH:7][CH:6]=[CH:5][N:4]=1)#[N:2].[ClH:12]>C(O)C.[Pd]>[ClH:12].[ClH:12].[CH2:10]([S:9][C:8]1[C:3]([CH2:1][NH2:2])=[N:4][CH:5]=[CH:6][CH:7]=1)[CH3:11] |f:4.5.6|. Procedure: A mixture of 2-cyano-3-(ethylthio)pyridine (613 mg, 3.73 mmol) and concentrated HCl (0.93 mL, 11.2 mmol) in degassed ethanol (18 mL) was hydrogenated over 10% palladium on carbon (184 mg) at 60 psi overnight. Additional 10% palladium on carbon (180 mg) and conc. HCl (1 mL) were added to the reaction and hydrogenation was resumed at 61 psi overnight. The reaction mixture was filtered through Celite and washed with methanol. The filtrate was concentrated at reduced pressure to an orange solid whic... Reactants: C(O)(O)=O.NNC(=N)N (1-aminoguanidine carbonic acid salt), ClC(C(=O)OCC)=O (ethyl 2-chloro-2-oxoacetate). Run in N1=CC=CC=C1 (pyridine). Reaction conditions: time 12 hour. The product is C(C)OC(C(=O)NNC(N)=N)=O (ethyl 2-(2-carbamimidoylhydraziny)-2-oxoacetic acid). Yield: 15.7%. Reaction SMILES: C(=O)(O)O.[NH2:5][NH:6][C:7]([NH2:9])=[NH:8].Cl[C:11](=[O:17])[C:12]([O:14][CH2:15][CH3:16])=[O:13]>N1C=CC=CC=1>[CH2:15]([O:14][C:12](=[O:13])[C:11]([NH:5][NH:6][C:7](=[NH:9])[NH2:8])=[O:17])[CH3:16] |f:0.1|. Procedure details: To a solution of 1-aminoguanidine carbonic acid salt (12 g, 88 mmol) in pyridine (50 ml) was added ethyl 2-chloro-2-oxoacetate (10 g, 73.24 mmol). The resulting solution was stirred for 12 h at room temperature. The resulting solution was diluted with PE (200 ml). The solids were collected by filtration and then dissolved in water (50 ml), the pH was adjusted to 8 with NaOH (aq., 10N). The product precipitated and was filtered to afford ethyl 2-(2-carbamimidoylhydraziny)-2-oxoacetic acid as a wh... Starting materials: NCCCOC=1C=CC=2C3=C(C(=NC2C1)N)N=C(N3CC(C)C)CCC (7-(3-aminopropoxy)-1-(2-methylpropyl)-2-propyl-1H-imidazo[4,5-c]quinolin-4-amine), FC1=CC=C(C=C1)S(=O)(=O)N=C=O (4-fluorobenzenesulfonyl isocyanate). Run in C(Cl)(Cl)Cl (chloroform). Product: NC1=NC=2C=C(C=CC2C2=C1N=C(N2CC(C)C)CCC)OCCCNC(=O)NS(=O)(=O)C2=CC=C(C=C2)F (N-{[(3-{[4-amino-1-(2-methylpropyl)-2-propyl-1H-imidazo[4,5-c]quinolin-7-yl]oxy}propyl)amino]carbonyl}-4-fluorobenzenesulfonamide). Isolated yield 85.5%. RXN SMILES: [NH2:1][CH2:2][CH2:3][CH2:4][O:5][C:6]1[CH:7]=[CH:8][C:9]2[C:10]3[N:19]([CH2:20][CH:21]([CH3:23])[CH3:22])[C:18]([CH2:24][CH2:25][CH3:26])=[N:17][C:11]=3[C:12]([NH2:16])=[N:13][C:14]=2[CH:15]=1.[F:27][C:28]1[CH:33]=[CH:32][C:31]([S:34]([N:37]=[C:38]=[O:39])(=[O:36])=[O:35])=[CH:30][CH:29]=1>C(Cl)(Cl)Cl>[NH2:16][C:12]1[C:11]2[N:17]=[C:18]([CH2:24][CH2:25][CH3:26])[N:19]([CH2:20][CH:21]([CH3:22])[CH3:23])[C:10]=2[C:9]2[CH:8]=[CH:7][C:6]([O:5][CH2:4][CH2:3][CH2:2][NH:1][C:38]([NH:37][S:34]([C:31]3[CH:32]=[CH:33][C:28]([F:27])=[CH:29][CH:30]=3)(=[O:35])=[O:36])=[O:39])=[CH:15][C:14]=2[N:13]=1. Reported procedure: A solution of 7-(3-aminopropoxy)-1-(2-methylpropyl)-2-propyl-1H-imidazo[4,5-c]quinolin-4-amine (0.500 g, 1.41 mmol) in chloroform (15 mL) was cooled to 0° C.; 4-fluorobenzenesulfonyl isocyanate (0.548 g, 2.72 mmol) was added in three portions over a period of 30 minutes. A white precipitate was present and was isolated by filtration, washed with chloroform, and dried overnight in a vacuum oven at 60° C. to provide 0.671 g of N-{[(3-{[4-amino-1-(2-methylpropyl)-2-propyl-1H-imidazo[4,5-c]quinolin-...